This data is from the Open Reaction Database (ORD), a public repository of structured organic reaction records. The task is: describe an organic reaction: reactants, conditions, products, and yield Reactants: C1COCCO1, CCOCC, CCOC(C)=O, Cl, Nc1ccccc1CNC1CCN(Cc2ccccc2)CC1, NS(N)(=O)=O, c1ccncc1. The product is O=S1(=O)Nc2ccccc2CN1C1CCN(Cc2ccccc2)CC1. RXN SMILES: [CH2:46]1[O:47][CH2:48][CH2:49][O:50][CH2:51]1.[CH3:29][CH2:30][O:31][CH2:32][CH3:33].[CH3:40][CH2:41][O:42][C:43](=[O:44])[CH3:45].[ClH:28].[NH2:1][c:2]1[c:3]([CH2:4][NH:5][CH:6]2[CH2:7][CH2:8][N:9]([CH2:12][c:13]3[cH:14][cH:15][cH:16][cH:17][cH:18]3)[CH2:10][CH2:11]2)[cH:19][cH:20][cH:21][cH:22]1.[NH2:23][S:24]([NH2:25])(=[O:26])=[O:27].[cH:34]1[cH:35][cH:36][n:37][cH:38][cH:39]1>>[NH:1]1[c:2]2[c:3]([cH:19][cH:20][cH:21][cH:22]2)[CH2:4][N:5]([CH:6]2[CH2:7][CH2:8][N:9]([CH2:12][c:13]3[cH:14][cH:15][cH:16][cH:17][cH:18]3)[CH2:10][CH2:11]2)[S:24]1(=[O:26])=[O:27]. Reactants: CCO, CCOC(C)=O, COc1cc([N+](=O)[O-])cnc1Cl, [NH4+], [OH-]. Yields the product COc1cc([N+](=O)[O-])cnc1N. Reaction SMILES: [CH3:15][CH2:16][OH:17].[CH3:18][CH2:19][O:20][C:21](=[O:22])[CH3:23].[Cl:1][c:2]1[n:3][cH:4][c:5]([N+:10](=[O:11])[O-:12])[cH:6][c:7]1[O:8][CH3:9].[NH4+:13].[OH-:14]>>[c:2]1([NH2:13])[n:3][cH:4][c:5]([N+:10](=[O:11])[O-:12])[cH:6][c:7]1[O:8][CH3:9]. Reactants: COC(=O)C1CC(N(CC(C)C)C(=O)c2cnc(C(C)(C)C)nc2NCc2ncco2)CN(C(=O)OC(C)(C)C)C1, CO, [Na+], [OH-]. Product: CC(C)CN(C(=O)c1cnc(C(C)(C)C)nc1NCc1ncco1)C1CC(C(=O)O)CN(C(=O)OC(C)(C)C)C1. RXN SMILES: [C:1]([CH3:2])([CH3:3])([CH3:4])[c:5]1[n:6][cH:7][c:8]([C:18](=[O:19])[N:20]([CH:21]2[CH2:22][CH:23]([C:34](=[O:35])[O:36][CH3:37])[CH2:24][N:25]([C:27](=[O:28])[O:29][C:30]([CH3:31])([CH3:32])[CH3:33])[CH2:26]2)[CH2:38][CH:39]([CH3:40])[CH3:41])[c:9]([NH:11][CH2:12][c:13]2[o:14][cH:15][cH:16][n:17]2)[n:10]1.[CH3:44][OH:45].[Na+:43].[OH-:42]>>[C:1]([CH3:2])([CH3:3])([CH3:4])[c:5]1[n:6][cH:7][c:8]([C:18](=[O:19])[N:20]([CH:21]2[CH2:22][CH:23]([C:34](=[O:35])[OH:36])[CH2:24][N:25]([C:27](=[O:28])[O:29][C:30]([CH3:31])([CH3:32])[CH3:33])[CH2:26]2)[CH2:38][CH:39]([CH3:40])[CH3:41])[c:9]([NH:11][CH2:12][c:13]2[o:14][cH:15][cH:16][n:17]2)[n:10]1.